From a dataset of the Open Reaction Database (ORD), a public repository of structured organic reaction records. describe an organic reaction: reactants, conditions, products, and yield The reactants are [H-].[Na+] (sodium hydride), ice water, C(C)(C)(C)OC(=O)NC1=NC(=CC=C1)C ((tert-Butoxy)-N-(6-methyl(2-pyridyl))carboxamide), CI (Methyl iodide). Solvent: CN(C)C=O (DMF), CN(C=O)C (N,N-dimethylformamide). Reaction conditions: time 1 hour. Yields the product C(C)(C)(C)OC(=O)N(C1=NC(=CC=C1)C)C ((tert-Butoxy)-N-methyl-N-(6-methyl(2-pyridyl))carboxamide). Isolated yield 67.5%. Reaction SMILES: [C:1]([O:5][C:6]([NH:8][C:9]1[CH:14]=[CH:13][CH:12]=[C:11]([CH3:15])[N:10]=1)=[O:7])([CH3:4])([CH3:3])[CH3:2].[H-].[Na+].[CH3:18]I>CN(C)C=O>[C:1]([O:5][C:6]([N:8]([CH3:18])[C:9]1[CH:14]=[CH:13][CH:12]=[C:11]([CH3:15])[N:10]=1)=[O:7])([CH3:4])([CH3:3])[CH3:2] |f:1.2|. Procedure: (tert-Butoxy)-N-(6-methyl(2-pyridyl))carboxamide (20.2 g, 102 mmol) dissolved in N,N-dimethylformamide (75 ml) was slowly added to a suspension of sodium hydride (3.67 g, 153 mmol) in DMF (150 ml) at 0° C. The reaction mixture was warmed to room temperature and stirred for 1 h. Methyl iodide (9.5 ml, 153 mmol) was added dropwise at 0° C. After stirring at room temperature for 16 h, the reaction mixture was poured over ice-water and extracted with ethyl acetate. The organic layer was washed with ...